This data is from the Open Reaction Database (ORD), a public repository of structured organic reaction records. The task is: describe an organic reaction: reactants, conditions, products, and yield The reactants are C(C1=CC=CC=C1)C(CO)(C)NC(OC(C)(C)C)=O (tert-butyl (1-benzyl-2-hydroxy-1-methylethyl)carbamate), C(C1=CC=CC=C1)C(CO)(C)NC(OC(C)(C)C)=O (tert-butyl (1-benzyl-2-hydroxy-1-methylethyl)carbamate), BrCC1=CC(=NC(=C1)Cl)N(S(=O)(=O)C)CCC (N-[4-(bromomethyl)-6-chloropyridin-2-yl]-N-propylmethanesulfonamide), C(C)(C)(C)C1=NC(=CC=C1)C(C)(C)C (2,6-ditertbutylpyridine), C(C)(C)(C)C1=NC(=CC=C1)C(C)(C)C (2,6-ditertbutylpyridine). Reagents/catalysts: [O-]S(=O)(=O)C(F)(F)F.[Ag+] (silver triflate), [O-]S(=O)(=O)C(F)(F)F.[Ag+] (silver triflate). The solvent is ClCCl (dichloromethane). Conditions: temperature 50 celsius, time 16 hour. The product is C(C1=CC=CC=C1)C(COCC1=CC(=NC(=C1)N(CCC)S(=O)(=O)C)Cl)(C)NC(OC(C)(C)C)=O (tert-butyl [1-benzyl-2-({2-chloro-6-[(methylsulfonyl)(propyl)amino]pyridin-4-yl}methoxy)-1-methylethyl]carbamate). Reaction SMILES: [CH2:1]([C:8]([NH:12][C:13](=[O:19])[O:14][C:15]([CH3:18])([CH3:17])[CH3:16])([CH3:11])[CH2:9][OH:10])[C:2]1[CH:7]=[CH:6][CH:5]=[CH:4][CH:3]=1.Br[CH2:21][C:22]1[CH:27]=[C:26]([Cl:28])[N:25]=[C:24]([N:29]([CH2:34][CH2:35][CH3:36])[S:30]([CH3:33])(=[O:32])=[O:31])[CH:23]=1.C(C1C=CC=C(C(C)(C)C)N=1)(C)(C)C>ClCCl.[O-]S(C(F)(F)F)(=O)=O.[Ag+]>[CH2:1]([C:8]([NH:12][C:13](=[O:19])[O:14][C:15]([CH3:18])([CH3:17])[CH3:16])([CH3:11])[CH2:9][O:10][CH2:21][C:22]1[CH:23]=[C:24]([N:29]([S:30]([CH3:33])(=[O:32])=[O:31])[CH2:34][CH2:35][CH3:36])[N:25]=[C:26]([Cl:28])[CH:27]=1)[C:2]1[CH:7]=[CH:6][CH:5]=[CH:4][CH:3]=1 |f:4.5|. Reported procedure: To a solution of tert-butyl (1-benzyl-2-hydroxy-1-methylethyl)carbamate (250 mg, 0.94 mmol, intermediate IV) and N-[4-(bromomethyl)-6-chloropyridin-2-yl]-N-propylmethanesulfonamide (290 mg, 0.85 mmol) in dichloromethane (20 mL) was added silver triflate (290 mg, 1.13 mmol) and 2,6-ditertbutylpyridine polymer bound (1.84 g, 2.83 mmol, Aldrich 37, 782-1). The reaction mixture was stirred at 50° C. in an oil bath for 16 h and then irradiated under microwave (Smith Synthesizer) at 90° C. for 45, 60 ... Reactants: Cl (hydrochloric acid), Diethylazodicarboxylic acid, CN(C)CC1CNC2=CC(=CC=C2C1)O (3-(dimethylamino)methyl-1,2,3,4-tetrahydro-7-quinolinol), C1(=CC=C(C=C1)CO)C1=CC=CC=C1 (4-biphenylylmethanol), C1(=CC=CC=C1)P(C1=CC=CC=C1)C1=CC=CC=C1 (triphenylphosphine). Run in C1CCOC1 (THF). Reaction conditions: time 1 hour. The product is Cl.C1(=CC=C(C=C1)COC1=CC=C2CC(CNC2=C1)CN(C)C)C1=CC=CC=C1 (7-(4-Bipenylyl)methoxy-3-(N,N-dimethylamino)methyl-1,2,3,4-tetrahydroquinoline hydrochloride). RXN SMILES: [CH3:1][N:2]([CH2:4][CH:5]1[CH2:14][C:13]2[C:8](=[CH:9][C:10]([OH:15])=[CH:11][CH:12]=2)[NH:7][CH2:6]1)[CH3:3].[C:16]1([C:24]2[CH:29]=[CH:28][CH:27]=[CH:26][CH:25]=2)[CH:21]=[CH:20][C:19]([CH2:22]O)=[CH:18][CH:17]=1.C1(P(C2C=CC=CC=2)C2C=CC=CC=2)C=CC=CC=1.[ClH:49]>C1COCC1>[ClH:49].[C:16]1([C:24]2[CH:25]=[CH:26][CH:27]=[CH:28][CH:29]=2)[CH:17]=[CH:18][C:19]([CH2:22][O:15][C:10]2[CH:9]=[C:8]3[C:13]([CH2:14][CH:5]([CH2:4][N:2]([CH3:1])[CH3:3])[CH2:6][NH:7]3)=[CH:12][CH:11]=2)=[CH:20][CH:21]=1 |f:5.6|. Procedure: Diethylazodicarboxylic acid (348 mg) was added dropwise to a THF solution (20 ml) of 3-(dimethylamino)methyl-1,2,3,4-tetrahydro-7-quinolinol (344 mg), 4-biphenylylmethanol (368 mg), and triphenylphosphine (525 mg). The reaction mixture was stirred at room temperature for one hour, which was poured into 1N hydrochloric acid and washed with ethyl acetate. The aqueous layer was neutralized with 1N aqueous sodium hydroxide solution, to which was added a saturated aqueous sodium bicarbonate solution ... Starting materials: N1C(CNCC1)=O (piperazin-2-one), C([O-])([O-])=O.[K+].[K+] (potassium carbonate), C1(=CC=CC=C1)C(=O)NC1CN(CC(C1)C1=CC=C(C=C1)C(F)(F)F)C(=O)OC1=CC=C(C=C1)[N+](=O)[O-] (4-nitrophenyl 3-[(phenylcarbonyl)amino]-5-[4-(trifluoromethyl)phenyl]piperidine-1-carboxylate). Run in CN(C)C=O (DMF). The product is O=C1CN(CCN1)C(=O)N1CC(CC(C1)C1=CC=C(C=C1)C(F)(F)F)NC(=O)C1=CC=CC=C1 (N-{1-[(3-Oxopiperazin-1-yl)carbonyl]-5-[4-(trifluoromethyl)phenyl]piperidin-3-yl}benzenecarboxamide). RXN SMILES: [C:1]1([C:7]([NH:9][CH:10]2[CH2:15][CH:14]([C:16]3[CH:21]=[CH:20][C:19]([C:22]([F:25])([F:24])[F:23])=[CH:18][CH:17]=3)[CH2:13][N:12]([C:26](OC3C=CC([N+]([O-])=O)=CC=3)=[O:27])[CH2:11]2)=[O:8])[CH:6]=[CH:5][CH:4]=[CH:3][CH:2]=1.[NH:38]1[CH2:43][CH2:42][NH:41][CH2:40][C:39]1=[O:44].C(=O)([O-])[O-].[K+].[K+]>CN(C=O)C>[O:44]=[C:39]1[NH:38][CH2:43][CH2:42][N:41]([C:26]([N:12]2[CH2:13][CH:14]([C:16]3[CH:17]=[CH:18][C:19]([C:22]([F:24])([F:23])[F:25])=[CH:20][CH:21]=3)[CH2:15][CH:10]([NH:9][C:7]([C:1]3[CH:2]=[CH:3][CH:4]=[CH:5][CH:6]=3)=[O:8])[CH2:11]2)=[O:27])[CH2:40]1 |f:2.3.4|. Procedure details: 80 mg (0.16 mmol) of 4-nitrophenyl 3-[(phenylcarbonyl)amino]-5-[4-(trifluoromethyl)phenyl]piperidine-1-carboxylate were initially charged in 1.7 ml of DMF, and 47 mg (0.47 mmol) of piperazin-2-one and 22 mg (0.16 mmol) of potassium carbonate were added. The mixture was reacted in a microwave (Emrys Optimizer) at 150° C. for 15 min. The crude product was then purified by preparative HPLC (Reprosil C18, water/acetonitrile gradient). Yield: 39 mg (52% of theory) The reactants are C(C)N(C1=C(C=CC(=C1)OC)[C@H]1CC=2C=CC(=CC2CC1)OC(C(C)(C)C)=O)C(C1=CC=C(C=C1)O)=O (pivalic acid (R)-6-{2-[ethyl(4-hydroxybenzoyl)amino]-4-methoxyphenyl}-5,6,7,8-tetrahydronaphthalen-2-yl ester), ClCC(=O)N(C)CC (2-chloro-N-ethyl-N-methylacetamide). Product: C(C)N(C1=C(C=CC(=C1)OC)[C@H]1CC=2C=CC(=CC2CC1)O)CC1=CC=C(C=C1)OCCN(C)CC ((R)-6-{2-{Ethyl{4-[2-(ethylmethylamino)ethoxy]benzyl}amino}-4-methoxyphenyl}-5,6,7,8-tetrahydronaphthalen-2-ol). The yield is 115.0%. RXN SMILES: C(N(C(=O)C1C=CC(O)=CC=1)C1[CH:9]=[C:8]([O:10][CH3:11])[CH:7]=[CH:6][C:5]=1[C@@H:12]1[CH2:21][CH2:20][C:19]2[CH:18]=[C:17]([O:22]C(=O)C(C)(C)C)[CH:16]=[CH:15][C:14]=2[CH2:13]1)C.Cl[CH2:39][C:40]([N:42]([CH2:44][CH3:45])[CH3:43])=O>>[CH2:44]([N:42]([CH2:40][C:39]1[CH:19]=[CH:18][C:17]([O:22][CH2:39][CH2:40][N:42]([CH2:44][CH3:45])[CH3:43])=[CH:16][CH:15]=1)[C:43]1[CH:9]=[C:8]([O:10][CH3:11])[CH:7]=[CH:6][C:5]=1[C@@H:12]1[CH2:21][CH2:20][C:19]2[CH:18]=[C:17]([OH:22])[CH:16]=[CH:15][C:14]=2[CH2:13]1)[CH3:45]. Reported procedure: Synthesized from pivalic acid (R)-6-{2-[ethyl(4-hydroxybenzoyl)amino]-4-methoxyphenyl}-5,6,7,8-tetrahydronaphthalen-2-yl ester (15 mg) and 2-chloro-N-ethyl-N-methylacetamide (7.9 mg) according to an analogous synthetic method to Example 404 and purified by LC-MS, the title compound (8.4 mg) was obtained. The reactants are CC(=O)Oc1cc(F)ccc1C(=O)Cl, ClCCl, Nc1ccc(F)cc1C(=O)Nc1ccc(Cl)cn1, c1ccncc1. Product: CC(=O)Oc1cc(F)ccc1C(=O)Nc1ccc(F)cc1C(=O)Nc1ccc(Cl)cn1. Reaction SMILES: [C:25]([CH3:26])(=[O:27])[O:28][c:29]1[c:30]([C:31](=[O:32])[Cl:33])[cH:34][cH:35][c:36]([F:38])[cH:37]1.[CH2:39]([Cl:40])[Cl:41].[F:1][c:2]1[cH:3][cH:4][c:5]([NH2:18])[c:6]([C:7](=[O:8])[NH:9][c:10]2[n:11][cH:12][c:13]([Cl:16])[cH:14][cH:15]2)[cH:17]1.[cH:19]1[cH:20][cH:21][n:22][cH:23][cH:24]1>>[F:1][c:2]1[cH:3][cH:4][c:5]([NH:18][C:31]([c:30]2[c:29]([O:28][C:25]([CH3:26])=[O:27])[cH:37][c:36]([F:38])[cH:35][cH:34]2)=[O:32])[c:6]([C:7](=[O:8])[NH:9][c:10]2[n:11][cH:12][c:13]([Cl:16])[cH:14][cH:15]2)[cH:17]1. Reactants: IC1=CC(=C(N)C=C1)OC(F)(F)F (4-iodo-2-(trifluoromethoxy)aniline), CP(C)=O (dimethylphosphine oxide), CC1(C2=C(C(=CC=C2)P(C3=CC=CC=C3)C4=CC=CC=C4)OC5=C(C=CC=C51)P(C6=CC=CC=C6)C7=CC=CC=C7)C (XANTPHOS), P(=O)([O-])([O-])[O-].[K+].[K+].[K+] (potassium phosphate). Reagents/catalysts: C(C)(=O)[O-].[Pd+2].C(C)(=O)[O-] (palladium acetate). The solvent is CN(C)C=O (DMF). Run at time 20 minute. Product: CP(=O)(C)NC1=C(C=CC=C1)OC(F)(F)F (Dimethylphosphoryl-2-(trifluoromethoxy)aniline), hydrochloride salt. The yield is 98.0%. Reaction SMILES: I[C:2]1[CH:8]=[CH:7][C:5]([NH2:6])=[C:4]([O:9][C:10]([F:13])([F:12])[F:11])[CH:3]=1.[CH3:14][PH:15](=[O:17])[CH3:16].CC1(C)C2C(=C(P(C3C=CC=CC=3)C3C=CC=CC=3)C=CC=2)OC2C(P(C3C=CC=CC=3)C3C=CC=CC=3)=CC=CC1=2.P([O-])([O-])([O-])=O.[K+].[K+].[K+]>CN(C=O)C.C([O-])(=O)C.[Pd+2].C([O-])(=O)C>[CH3:14][P:15]([NH:6][C:5]1[CH:7]=[CH:8][CH:2]=[CH:3][C:4]=1[O:9][C:10]([F:13])([F:12])[F:11])([CH3:16])=[O:17] |f:3.4.5.6,8.9.10|. Procedure details: To a solution of 4-iodo-2-(trifluoromethoxy)aniline (0.606 g, 2.00 mmol) in 8 mL DMF was added dimethylphosphine oxide (0.171 g, 2.20 mmol), palladium acetate (22.4 mg, 0.0100 mmol), XANTPHOS (69.4 mg, 0.120 mmol), and potassium phosphate (0.467 g, 2.20 mmol). The mixture was purged with nitrogen, and subjected to microwaves at 150° C. for 20 minutes. The reaction mixture was concentrated and purified by silica gel chromatography (0-20% 7N ammonia in methanol:dichloromethane) and acidified with ... Starting materials: FC1=C(C=CC=C1)C1NCCC1 ((RS)-2-(2-fluoro-phenyl)-pyrrolidine), ClC1=CC=C(C=C1)S(=O)(=O)Cl (4-chloro-benzenesulfonyl chloride). Yields the product ClC1=CC=C(C=C1)S(=O)(=O)N1C(CCC1)C1=C(C=CC=C1)F ((RS)-1-(4-Chloro-benzenesulfonyl)-2-(2-fluoro-phenyl)-pyrrolidine). RXN SMILES: [F:1][C:2]1[CH:7]=[CH:6][CH:5]=[CH:4][C:3]=1[CH:8]1[CH2:12][CH2:11][CH2:10][NH:9]1.[Cl:13][C:14]1[CH:19]=[CH:18][C:17]([S:20](Cl)(=[O:22])=[O:21])=[CH:16][CH:15]=1>>[Cl:13][C:14]1[CH:19]=[CH:18][C:17]([S:20]([N:9]2[CH2:10][CH2:11][CH2:12][CH:8]2[C:3]2[CH:4]=[CH:5][CH:6]=[CH:7][C:2]=2[F:1])(=[O:22])=[O:21])=[CH:16][CH:15]=1. Reported procedure: The title compound, white solid, m.p. 134° C. and MS: m/e=340.2 (M+H+) was prepared in accordance with the general method of example 1e from (RS)-2-(2-fluoro-phenyl)-pyrrolidine and 4-chloro-benzenesulfonyl chloride. The reactants are CCC(O)(CC)c1cccc2[nH]c(=O)n(C)c12, CCO, Cl. The product is CCC(CC)c1cccc2[nH]c(=O)n(C)c12. RXN SMILES: [CH2:1]([CH3:2])[C:3]([CH2:4][CH3:5])([OH:6])[c:7]1[cH:8][cH:9][cH:10][c:11]2[c:12]1[n:13]([CH3:17])[c:14](=[O:16])[nH:15]2.[CH3:19][CH2:20][OH:21].[ClH:18]>>[CH2:1]([CH3:2])[CH:3]([CH2:4][CH3:5])[c:7]1[cH:8][cH:9][cH:10][c:11]2[c:12]1[n:13]([CH3:17])[c:14](=[O:16])[nH:15]2. The reactants are Pd(dppf), C(C)(C)OC(C1=CN=C(C(=C1)C)Cl)=O (6-chloro-5-methyl-nicotinic acid isopropyl ester), O1CCOCC1 (dioxane), solution, cyclopentyl zink chloride, C1CCOC1 (THF). Reaction conditions: temperature 75 celsius, time 18 hour. Product: C(C)(C)OC(C1=CN=C(C(=C1)C)C1CCCC1)=O (6-cyclopentyl-5-methyl-nicotinic acid isopropyl ester). As a reaction SMILES: [CH:1]([O:4][C:5](=[O:14])[C:6]1[CH:11]=[C:10]([CH3:12])[C:9](Cl)=[N:8][CH:7]=1)([CH3:3])[CH3:2].[CH2:15]1[CH2:19]O[CH2:17][CH2:16]1.O1CCOC[CH2:21]1>>[CH:1]([O:4][C:5](=[O:14])[C:6]1[CH:11]=[C:10]([CH3:12])[C:9]([CH:15]2[CH2:19][CH2:21][CH2:17][CH2:16]2)=[N:8][CH:7]=1)([CH3:3])[CH3:2]. Procedure details: Under argon, Pd(dppf) (11 mg, 14 μmol) is added to a solution of 6-chloro-5-methyl-nicotinic acid isopropyl ester (300 mg, 1.40 mmol) in dioxane (60 mL). To this mixture, a 0.5 M solution of cyclopentyl zink chloride in THF (452 mg, 2.11 mmol, 4.2 mL) is added dropwise. The mixture is stirred at 75° C. for 18 h before it is cooled to rt and quenched with water. The mixture is further diluted with water and extracted twice with EA (100 mL). The combined org. extracts are dried over MgSO4, filtere... The solvent is C(Cl)Cl (methylene chloride). As a reaction SMILES: [CH3:1][O:2][C:3]1[CH:11]=[C:10]2[C:6]([C:7]([S:19][C:20]3[CH:25]=[CH:24][CH:23]=[CH:22][C:21]=3[N+:26]([O-:28])=[O:27])=[CH:8][N:9]2[CH2:12][C:13]2[CH:18]=[CH:17][CH:16]=[CH:15][N:14]=2)=[CH:5][CH:4]=1.[ClH:29]>C(Cl)Cl>[ClH:29].[CH3:1][O:2][C:3]1[CH:11]=[C:10]2[C:6]([C:7]([S:19][C:20]3[CH:25]=[CH:24][CH:23]=[CH:22][C:21]=3[N+:26]([O-:28])=[O:27])=[CH:8][N:9]2[CH2:12][C:13]2[CH:18]=[CH:17][CH:16]=[CH:15][N:14]=2)=[CH:5][CH:4]=1 |f:3.4|. Yields the product Cl.COC1=CC=C2C(=CN(C2=C1)CC1=NC=CC=C1)SC1=C(C=CC=C1)[N+](=O)[O-] (6-Methoxy-3-(2-nitro-phenylsulfanyl)-1-pyridin-2-ylmethyl-1H-indole monohydrochloride). Starting materials: COC1=CC=C2C(=CN(C2=C1)CC1=NC=CC=C1)SC1=C(C=CC=C1)[N+](=O)[O-] (6-Methoxy-3-(2-nitro-phenylsulfanyl)-1-pyridin-2-ylmethyl-1H-indole), Cl (HCl). Reported procedure: To a solution of 6-Methoxy-3-(2-nitro-phenylsulfanyl)-1-pyridin-2-ylmethyl-1H-indole in methylene chloride was passed HCl-gas till the organic salt crystallised. The title compound was isolated by filtration.